From a dataset of the Open Reaction Database (ORD), a public repository of structured organic reaction records. describe an organic reaction: reactants, conditions, products, and yield Reactants: C1(=CC=CC=C1)CCCCC=O (5-phenylpentanal), C(C)(C)(C)OC(=O)C=P(C1=CC=CC=C1)(C1=CC=CC=C1)C1=CC=CC=C1 ((tert-butoxycarbonylmethylene)triphenylphosphorane). Solvent: O1CCCC1 (tetrahydrofuran). Reaction conditions: time 2.5 hour. Product: C1(=CC=CC=C1)CCCC/C=C/C(=O)OC(C)(C)C ((E)t-Butyl 7-phenyl-2-heptenoate). Yield: 77.6%. Reaction SMILES: [C:1]1([CH2:7][CH2:8][CH2:9][CH2:10][CH:11]=O)[CH:6]=[CH:5][CH:4]=[CH:3][CH:2]=1.[C:13]([O:17][C:18]([CH:20]=P(C1C=CC=CC=1)(C1C=CC=CC=1)C1C=CC=CC=1)=[O:19])([CH3:16])([CH3:15])[CH3:14]>O1CCCC1>[C:1]1([CH2:7][CH2:8][CH2:9][CH2:10]/[CH:11]=[CH:20]/[C:18]([O:17][C:13]([CH3:16])([CH3:15])[CH3:14])=[O:19])[CH:2]=[CH:3][CH:4]=[CH:5][CH:6]=1. Reported procedure: A stirred solution of 5-phenylpentanal (9.96 g, Reference Example 6) in anhydrous tetrahydrofuran (100 ml) at room temperature was treated with (tert-butoxycarbonylmethylene)triphenylphosphorane (27.5 g). The resulting orange solution was stirred for 2.5 hours then evaporated. The residual crude product was subjected to flash chromatography on silica eluting with a mixture of hexane and ethyl acetate (19:1, v/v) to afford the title compound (12.4 g) as a colourless oil. NMR (CDCl3): δ1.45 (s,9H)... Starting materials: N(=NC1(CCCCC1)N=C=O)C1(CCCCC1)N=C=O (1,1'-azobis (1-isocyanatocyclohexane)), [N-]=C=O (isocyanate), [OH-].[Na+] (sodium hydroxide), CO (methanol), carbonyl. Run in CCCCC (pentane), O (water). Conditions: time 90 minute. The product is N(=NC1(CCCCC1)NC(=O)OC)C1(CCCCC1)NC(=O)OC (1,1'-Azobis [1-(methoxycarbonylamino)cyclohexane]). Reaction SMILES: [OH-:1].[Na+].[N:3]([C:14]1([N:20]=[C:21]=[O:22])[CH2:19][CH2:18][CH2:17][CH2:16][CH2:15]1)=[N:4][C:5]1([N:11]=[C:12]=[O:13])[CH2:10][CH2:9][CH2:8][CH2:7][CH2:6]1.[N-]=[C:24]=[O:25].[CH3:26]O>CCCCC.O>[N:3]([C:14]1([NH:20][C:21]([O:25][CH3:24])=[O:22])[CH2:15][CH2:16][CH2:17][CH2:18][CH2:19]1)=[N:4][C:5]1([NH:11][C:12]([O:1][CH3:26])=[O:13])[CH2:10][CH2:9][CH2:8][CH2:7][CH2:6]1 |f:0.1|. Procedure: To a stirred solution of 4.77 grams (.0596 moles) of 50% sodium hydroxide in 30 mls of methanol in a 125 ml erlenmeyer flask cooled in an ice bath, was added a solution of 8.1 grams (.0298 moles) of 1,1'-azobis (1-isocyanatocyclohexane) (from Example XCI) in 25 ml of pentane. After the addition was complete, the reaction was stirred an additional 90 minutes at 0°-5° C., diluted with 150 ml cold water and the pentane layer separated. The pentane solution was washed with water, dried over anhydrou... The reactants are C1(=CC=CC=C1)COC1=C(C=CC=C1OCC1=CC=CC=C1)CCCCCCOC1=CC=C(C=C1)C(C(=O)O)=O (4-[6-[2,3-bis-(phenylmethoxy)phenyl]hexyloxy]-alpha-oxobenzeneacetic acid), Cl (hydrochloric acid). The solvent is C(C)(=O)O (acetic acid), O (water). Conditions: temperature 80 celsius, time 2.5 hour. Product: OC1=C(C=CC=C1O)CCCCCCOC1=CC=C(C=C1)C(C(=O)O)=O (4-[6-(2,3-dihydroxyphenyl)hexyloxy]-alpha-oxobenzeneacetic acid). Reaction SMILES: C1(C[O:8][C:9]2[C:14]([O:15]CC3C=CC=CC=3)=[CH:13][CH:12]=[CH:11][C:10]=2[CH2:23][CH2:24][CH2:25][CH2:26][CH2:27][CH2:28][O:29][C:30]2[CH:35]=[CH:34][C:33]([C:36](=[O:40])[C:37]([OH:39])=[O:38])=[CH:32][CH:31]=2)C=CC=CC=1.Cl>C(O)(=O)C.O>[OH:8][C:9]1[C:14]([OH:15])=[CH:13][CH:12]=[CH:11][C:10]=1[CH2:23][CH2:24][CH2:25][CH2:26][CH2:27][CH2:28][O:29][C:30]1[CH:31]=[CH:32][C:33]([C:36](=[O:40])[C:37]([OH:39])=[O:38])=[CH:34][CH:35]=1. Procedure: A mixture of 4-[6-[2,3-bis-(phenylmethoxy)phenyl]hexyloxy]-alpha-oxobenzeneacetic acid (0.3 g) in acetic acid (20 mL) containing concentrated hydrochloric acid (5 mL) was stirred at 80° C. for 2.5 hours. The cooled solution was diluted with water (100 mL) and extracted with three portions of ethyl acetate, then the combined extracts were dried (Na2SO4), and evaporated in vacuo. The residual oil was triturated in turn with cyclohexane and carbon tetrachloride to remove non polar impurities, then ... The product is IC1=C(N)C=CC(=C1)[N+](=O)[O-] (2-Iodo-4-nitroaniline). Yield: 107.6%. Starting materials: ICl (iodine monochloride), [N+](=O)([O-])C1=CC=C(N)C=C1 (p-nitroaniline), O (water). Reaction SMILES: [I:1]Cl.[N+:3]([C:6]1[CH:12]=[CH:11][C:9]([NH2:10])=[CH:8][CH:7]=1)([O-:5])=[O:4].O>C(O)(=O)C>[I:1][C:11]1[CH:12]=[C:6]([N+:3]([O-:5])=[O:4])[CH:7]=[CH:8][C:9]=1[NH2:10]. Procedure details: A solution of iodine monochloride (23.54 g) in acetic acid (50 ml) is added dropwise over an hour to a stirred solution of p-nitroaniline (20 g). After stirring for another hour, the dark mixture is poured into water (1 liter), the precipitated yellow solid is collected and dried to afford 41.15 g title product, m.p. 90°-95° C. Run in C(C)(=O)O (acetic acid). Procedure details: Ethyl-N-carbethoxyvalerimidate (from Example 4, Step B) was reacted with 2-(trifluoromethyl)phenylhydrazine according to the procedure of Example 4, Step C. Flash chromatography of the crude product on silica gel (gradient elution with 0.5-2% MeOH in CH2Cl2) gave a 66% yield of the title compound as white crystals, mp 124°-126° C.; homogeneous by TLC in 19:1 CH2Cl2 --MeOH; mass spectrum (FAB) m/e 286 (M+1)+. The product is crude product, C(CCC)C=1NC(N(N1)C1=C(C=CC=C1)C(F)(F)F)=O (5-n-Butyl-2,4-dihydro-2-[2-(trifluoromethyl)phenyl]-3H-1,2,4-triazol-3-one). Yield: 66.0%. Starting materials: C(=O)(OCC)N=C(CCCC)OCC (Ethyl N-Carbethoxyvalerimidate), FC(C1=C(C=CC=C1)NN)(F)F (2-(trifluoromethyl)phenylhydrazine). RXN SMILES: [C:1]([N:6]=[C:7](OCC)[CH2:8][CH2:9][CH2:10][CH3:11])(OCC)=[O:2].[F:15][C:16]([F:26])([F:25])[C:17]1[CH:22]=[CH:21][CH:20]=[CH:19][C:18]=1[NH:23][NH2:24]>>[CH2:8]([C:7]1[NH:6][C:1](=[O:2])[N:23]([C:18]2[CH:19]=[CH:20][CH:21]=[CH:22][C:17]=2[C:16]([F:25])([F:26])[F:15])[N:24]=1)[CH2:9][CH2:10][CH3:11].